From a dataset of the Open Reaction Database (ORD), a public repository of structured organic reaction records. describe an organic reaction: reactants, conditions, products, and yield Reactants: Cc1cc(Br)ccc1C(C)N=C=O, C[Si](C)(C)[N-][Si](C)(C)C, CC(=O)O, C=C(C)CC(O)(CCCl)c1ccccc1, [Li+], C1CCOC1, O. As a reaction SMILES: [Br:26][c:27]1[cH:28][c:29]([CH3:38])[c:30]([CH:33]([CH3:34])[N:35]=[C:36]=[O:37])[cH:31][cH:32]1.[CH3:1][Si:2]([CH3:3])([CH3:4])[N-:5][Si:6]([CH3:7])([CH3:8])[CH3:9].[CH3:39][C:40](=[O:41])[OH:42].[Cl:11][CH2:12][CH2:13][C:14]([CH2:15][C:16](=[CH2:17])[CH3:18])([OH:19])[c:20]1[cH:21][cH:22][cH:23][cH:24][cH:25]1.[Li+:10].[O:43]1[CH2:44][CH2:45][CH2:46][CH2:47]1.[OH2:48]>>[CH2:12]1[CH2:13][C:14]([CH2:15][C:16](=[CH2:17])[CH3:18])([c:20]2[cH:21][cH:22][cH:23][cH:24][cH:25]2)[O:19][C:36](=[O:37])[N:35]1[CH:33]([c:30]1[c:29]([CH3:38])[cH:28][c:27]([Br:26])[cH:32][cH:31]1)[CH3:34]. Yields the product C=C(C)CC1(c2ccccc2)CCN(C(C)c2ccc(Br)cc2C)C(=O)O1. Reactants: C[N+]1(CCOCC1)[O-] (4-methylmorpholine N-oxide), 4A, C(CC)[N+](CCC)(CCC)CCC (tetrapropylammonium), C[C@H](CCCCO)CCCC(C)(O)C ((R)-5,9-dimethyl-decane-1,9-diol). The solvent is C(Cl)Cl (CH2Cl2), C(Cl)Cl (CH2Cl2). Yields the product OC(CCC[C@@H](CCCC=O)C)(C)C ((S)-9-hydroxy-5,9-dimethyl-decanal). The yield is 68.3%. Reaction SMILES: C[N+]1([O-])CCOCC1.C([N+](CCC)(CCC)CCC)CC.[CH3:22][C@@H:23]([CH2:29][CH2:30][CH2:31][C:32]([CH3:35])([OH:34])[CH3:33])[CH2:24][CH2:25][CH2:26][CH2:27][OH:28]>C(Cl)Cl>[OH:34][C:32]([CH3:33])([CH3:35])[CH2:31][CH2:30][CH2:29][C@H:23]([CH3:22])[CH2:24][CH2:25][CH2:26][CH:27]=[O:28]. Procedure details: 5.68 g of 4-methylmorpholine N-oxide (monohydrate) (NMO) and 31.5 g of molecular sieves (powder, 4A) in 200 ml of abs. CH2Cl2 were stirred for 0.25 h at ambient temperature. 500 mg of tetrapropylammonium perrhutenate (TPAP) was added, before a solution of 4.59 g of (R)-5,9-dimethyl-decane-1,9-diol in 20 ml of abs. CH2Cl2 was added within 1 h. 15 minutes later, the reaction mixture was filtered and the solvents removed i.V. Flash chromatography (SiO2, hexane/AcOEt=7/3) afforded 3.103 g of (S)-9-h... Starting materials: CC1=C(C(=NO1)C1=CC=CC=C1)C(=O)O (5-methyl-3-phenyl-isoxazole-4-carboxylic acid), CN(C=O)C (dimethyl formamide), S(=O)(Cl)Cl (thionyl chloride), solution, CN (methylamine). Solvent: ClCCCl (1,2-dichloroethane), C(C)O (ethanol). Run at time 2 hour. Yields the product CNC(=O)C=1C(=NOC1C)C1=CC=CC=C1 (5-Methyl-3-phenyl-isoxazole-4-carboxylic acid methylamide). Reaction SMILES: [CH3:1][C:2]1[O:6][N:5]=[C:4]([C:7]2[CH:12]=[CH:11][CH:10]=[CH:9][CH:8]=2)[C:3]=1[C:13]([OH:15])=O.[CH3:16][N:17](C)C=O.S(Cl)(Cl)=O.CN>ClCCCl.C(O)C>[CH3:16][NH:17][C:13]([C:3]1[C:4]([C:7]2[CH:12]=[CH:11][CH:10]=[CH:9][CH:8]=2)=[N:5][O:6][C:2]=1[CH3:1])=[O:15]. Procedure details: To a suspension of 50.0 g (0.25 mol) of 5-methyl-3-phenyl-isoxazole-4-carboxylic acid in 1.2 l of 1,2-dichloroethane (DCE) is added 1.9 ml dimethyl formamide (DMF) and 21.4 ml (0.3 mol, 1.2 eq.) of thionyl chloride. The mixture is stirred for 2 h at reflux until a clear, yellow solution is formed. The solution is cooled to room temperature and then slowly added to a 8M solution of methylamine in ethanol (146 ml) at 5° C. The suspension is poured onto methylene chloride, washed with sat. NaHCO3-s... The reactants are C1(=CC(O)=CC(CCCCC)=C1)O (olivetol), C(CC)N (n-propylamine), CC(C)=CCCC(C)=CC=O (citral). Run in C1(=CC=CC=C1)C (toluene). Reaction conditions: time 7 hour. The product is CCCCCC=1C=C(C2=C(C1)OC(C=C2)(C)CCC=C(C)C)O (Cannabichromene). As a reaction SMILES: [C:1]1([OH:13])[CH:12]=[C:6]([CH2:7][CH2:8][CH2:9][CH2:10][CH3:11])[CH:5]=[C:3]([OH:4])[CH:2]=1.C(N)CC.[CH3:18][C:19](=[CH:21][CH2:22][CH2:23][C:24](=[CH:26][CH:27]=O)[CH3:25])[CH3:20]>C1(C)C=CC=CC=1>[CH3:11][CH2:10][CH2:9][CH2:8][CH2:7][C:6]1[CH:5]=[C:3]([OH:4])[C:2]2[CH:27]=[CH:26][C:24]([CH2:23][CH2:22][CH:21]=[C:19]([CH3:20])[CH3:18])([CH3:25])[O:13][C:1]=2[CH:12]=1. Procedure: The reaction of 5 g. olivetol (27.8 mmole), 1.652 g. n-propylamine (2.3 ml., 27.8 mmole) and 4.6 ml. citral (27.8 mmole) in 55 ml. toluene was carried out in the same manner as described under Example 1. The refluxing time was 7 hours. Gas chromatographic analysis of the reaction mixture showed 61.62% CBC, 4.01% Cannabicitran and trace amount of iso-CBC. The reactants are CI, CN(C)C=O, Cn1ncc2c1CCCc1[nH]ncc1-2, [H-], [Na+]. Product: Cn1ncc2c1CCCc1c-2cnn1C. As a reaction SMILES: [CH3:17][I:18].[CH3:19][N:20]([CH3:21])[CH:22]=[O:23].[CH3:1][n:2]1[n:3][cH:4][c:5]2[c:6]1[CH2:7][CH2:8][CH2:9][c:10]1[nH:11][n:12][cH:13][c:14]1-2.[H-:15].[Na+:16]>>[CH3:1][n:2]1[n:3][cH:4][c:5]2[c:6]1[CH2:7][CH2:8][CH2:9][c:10]1[n:11]([CH3:17])[n:12][cH:13][c:14]1-2.